From a dataset of the Open Reaction Database (ORD), a public repository of structured organic reaction records. describe an organic reaction: reactants, conditions, products, and yield The reactants are ClC1=C(C(=NC=C1)N)I (4-chloro-3-iodopyridin-2-amine), NC=1C=CC(=C(C1)O)F (5-amino-2-fluorophenol), O(C1=CC=CC=C1)C1=CC=C(C=C1)B(O)O ((4-phenoxyphenyl)boronic acid), C(C=C)(=O)Cl (acryloyl chloride). Product: NC1=NC=CC(=C1C1=CC=C(C=C1)OC1=CC=CC=C1)OC=1C=C(C=CC1F)NC(C=C)=O (N-(3-((2-amino-3-(4-phenoxyphenyl)pyridin-4-yl)oxy)-4-fluorophenyl)acrylamide). Reaction SMILES: Cl[C:2]1[CH:7]=[CH:6][N:5]=[C:4]([NH2:8])[C:3]=1I.[NH2:10][C:11]1[CH:12]=[CH:13][C:14]([F:18])=[C:15]([OH:17])[CH:16]=1.[O:19]([C:26]1[CH:31]=[CH:30][C:29](B(O)O)=[CH:28][CH:27]=1)[C:20]1[CH:25]=[CH:24][CH:23]=[CH:22][CH:21]=1.[C:35](Cl)(=[O:38])[CH:36]=[CH2:37]>>[NH2:8][C:4]1[C:3]([C:23]2[CH:24]=[CH:25][C:20]([O:19][C:26]3[CH:31]=[CH:30][CH:29]=[CH:28][CH:27]=3)=[CH:21][CH:22]=2)=[C:2]([O:17][C:15]2[CH:16]=[C:11]([NH:10][C:35](=[O:38])[CH:36]=[CH2:37])[CH:12]=[CH:13][C:14]=2[F:18])[CH:7]=[CH:6][N:5]=1. Procedure details: N-(3-((2-amino-3-(4-phenoxyphenyl)pyridin-4-yl)oxy)-4-fluorophenyl)acrylamide was prepared from 4-chloro-3-iodopyridin-2-amine, 5-amino-2-fluorophenol, (4-phenoxyphenyl)boronic acid and acryloyl chloride using methods A, C, and F. HPLC: 100%. MS: m/z=442 [M+H]+. 1H-NMR (DMSO-D6) δ 10.35 (s, 1H), 7.96 (d, 1H), 7.79 (d, 1H), 7.45-7.38 (m, 6H), 7.21-7.10 (m, 6H), 6.41-6.36 (m, 2H), 6.26 (d, 1H), 5.79 (d, 1H). The product is O=C(Nc1n[nH]c2ccc([N+](=O)[O-])cc12)c1ccccc1. The reactants are O=C(Cl)c1ccccc1, Nc1n[nH]c2ccc([N+](=O)[O-])cc12, O, c1ccncc1. As a reaction SMILES: [C:1]([c:2]1[cH:3][cH:4][cH:5][cH:6][cH:7]1)(=[O:8])[Cl:9].[NH2:10][c:11]1[n:12][nH:13][c:14]2[cH:15][cH:16][c:17]([N+:20](=[O:21])[O-:22])[cH:18][c:19]12.[OH2:29].[cH:23]1[cH:24][cH:25][n:26][cH:27][cH:28]1>>[C:1]([c:2]1[cH:3][cH:4][cH:5][cH:6][cH:7]1)(=[O:8])[NH:10][c:11]1[n:12][nH:13][c:14]2[cH:15][cH:16][c:17]([N+:20](=[O:21])[O-:22])[cH:18][c:19]12. The reactants are CCC=C (butene-1), C=C(C)C (isobutene), CCCC (n-butane), C=CC=C (butadiene), C=O (paraformaldehyde), C=C(C)C (isobutene), C\C=C/C (cis-2-butene), C=C(C)C (isobutene), CC(C)C (isobutane), C\C=C\C (trans-2-butene). Product: CC(CCO)=C (3-methyl-3-butene-1-ol), CC(=CCO)C (3-methyl-2-butene-1-ol). RXN SMILES: [CH2:1]=[C:2]([CH3:4])[CH3:3].[CH3:5][CH:6]([CH3:8])[CH3:7].CCCC.CCC=C.C/C=C/C.C/C=C\C.C=CC=C.[CH2:29]=[O:30]>>[CH3:1][C:2](=[CH2:4])[CH2:3][CH2:29][OH:30].[CH3:5][C:6]([CH3:8])=[CH:7][CH2:29][OH:30]. Reported procedure: The procedure of Example 1 was repeated except for using 150 ml of spent BB (composition: isobutene 47.3%, isobutane 2.2%, n-butane 8.9%, butene-1 27.6%, trans-2-butene 8.8%, cis-2-butene 4.4% and butadiene 0.87%) as a isobutene source in place of isobutene. Conversion of paraformaldehyde was 97.0 mole%. There were obtained 62.0 mole% of 3-methyl-3-butene-1-ol and 7.1 mole% of 3-methyl-2-butene-1-ol based on the paraformaldehyde reacted. Starting materials: Cn1nc(C(F)(F)F)cc1O, O=S(=O)(Cl)c1ccc(Cl)cc1Cl, c1ccncc1. Product: Cn1nc(C(F)(F)F)cc1OS(=O)(=O)c1ccc(Cl)cc1Cl. As a reaction SMILES: [CH3:13][n:14]1[n:15][c:16]([C:20]([F:21])([F:22])[F:23])[cH:17][c:18]1[OH:19].[Cl:1][c:2]1[c:3]([S:9](=[O:10])(=[O:11])[Cl:12])[cH:4][cH:5][c:6]([Cl:8])[cH:7]1.[cH:24]1[cH:25][cH:26][n:27][cH:28][cH:29]1>>[Cl:1][c:2]1[c:3]([S:9](=[O:10])(=[O:11])[O:19][c:18]2[n:14]([CH3:13])[n:15][c:16]([C:20]([F:21])([F:22])[F:23])[cH:17]2)[cH:4][cH:5][c:6]([Cl:8])[cH:7]1. The reactants are O[C@H](C)[C@@H]1[C@@H]2N(C(=C([C@@H]2C)S\C=C/C2=C(N=CS2)CO)C(=O)[O-])C1=O.[Na+] (sodium (1R,5S,6S)-6-((1R)-1-hydroxyethyl)-2-[[(Z)-2-(4-hydroxymethylthiazol-5-yl)ethen-1-yl]thio]-1-methyl-1-carbapen-2-em-3-carboxylate), C1(CCCC1)OC(=O)OCI (cyclopentyloxycarbonyloxymethyl iodide). Product: O[C@H](C)[C@@H]1[C@@H]2N(C(=C([C@@H]2C)S\C=C/C2=C(N=CS2)CO)C(=O)OCOC(=O)OC2CCCC2)C1=O (Cyclopentyloxycarbonyloxymethyl (1R,5S,6S)-6-((1R)-1-hydroxyethyl)-2-[[(Z)-2-(4-hydroxymethylthiazol-5-yl)ethen-1-yl]thio]-1-methyl-1-carbapen-2-em-3-carboxylate). Yield: 80.5%. As a reaction SMILES: [OH:1][C@@H:2]([C@H:4]1[C:24](=[O:25])[N:6]2[C:7]([C:21]([O-:23])=[O:22])=[C:8]([S:11]/[CH:12]=[CH:13]\[C:14]3[S:18][CH:17]=[N:16][C:15]=3[CH2:19][OH:20])[C@H:9]([CH3:10])[C@H:5]12)[CH3:3].[Na+].[CH:27]1([O:32][C:33]([O:35][CH2:36]I)=[O:34])[CH2:31][CH2:30][CH2:29][CH2:28]1>>[OH:1][C@@H:2]([C@H:4]1[C:24](=[O:25])[N:6]2[C:7]([C:21]([O:23][CH2:36][O:35][C:33]([O:32][CH:27]3[CH2:31][CH2:30][CH2:29][CH2:28]3)=[O:34])=[O:22])=[C:8]([S:11]/[CH:12]=[CH:13]\[C:14]3[S:18][CH:17]=[N:16][C:15]=3[CH2:19][OH:20])[C@H:9]([CH3:10])[C@H:5]12)[CH3:3] |f:0.1|. Procedure: In the same manner as in Example 81, 167 mg of the title compound was prepared from 160 mg of sodium (1R,5S,6S)-6-((1R)-1-hydroxyethyl)-2-[[(Z)-2-(4-hydroxymethylthiazol-5-yl)ethen-1-yl]thio]-1-methyl-1-carbapen-2-em-3-carboxylate and 128 mg of cyclopentyloxycarbonyloxymethyl iodide.